From a dataset of the Open Reaction Database (ORD), a public repository of structured organic reaction records. describe an organic reaction: reactants, conditions, products, and yield The reactants are CCO, Cl, [Na+], O=C([O-])O, O, N#Cc1ccc(O)c([N+](=O)[O-])c1, [Sn]. Product: N#Cc1ccc(O)c(N)c1. As a reaction SMILES: [CH3:21][CH2:22][OH:23].[ClH:14].[Na+:19].[O-:15][C:16]([OH:17])=[O:18].[OH2:20].[OH:1][c:2]1[c:3]([N+:10]([O-:11])=[O:12])[cH:4][c:5]([C:6]#[N:7])[cH:8][cH:9]1.[Sn:13]>>[OH:1][c:2]1[c:3]([NH2:10])[cH:4][c:5]([C:6]#[N:7])[cH:8][cH:9]1. The reactants are OC1(c2cccnc2)CCCCC1CNCCc1ccccc1, CC(=O)O, Cl, [H][H]. The product is CNCC1CCCCC1(O)c1cccnc1, Cl. Reaction SMILES: [CH2:2]([c:3]1[cH:4][cH:5][cH:6][cH:7][cH:8]1)[CH2:9][NH:10][CH2:11][CH:12]1[C:13]([OH:18])([c:19]2[cH:20][n:21][cH:22][cH:23][cH:24]2)[CH2:14][CH2:15][CH2:16][CH2:17]1.[CH3:27][C:28](=[O:29])[OH:30].[ClH:1].[H:25][H:26]>>[CH3:9][NH:10][CH2:11][CH:12]1[C:13]([OH:18])([c:19]2[cH:20][n:21][cH:22][cH:23][cH:24]2)[CH2:14][CH2:15][CH2:16][CH2:17]1.[ClH:1].